From a dataset of the Open Reaction Database (ORD), a public repository of structured organic reaction records. describe an organic reaction: reactants, conditions, products, and yield Starting materials: Intermediate 224E, C1(=CC=CC=C1)N\N=C\C(=O)OCC ((E)-ethyl 2-(2-phenylhydrazono)acetate), [N+](=O)([O-])C(=CC1=C(C=C(C(=O)OC(C)(C)C)C=C1)C(=O)N1CC2=CC=CC=C2CC1)C (tert-butyl 4-(2-nitroprop-1-enyl)-3-(1,2,3,4-tetrahydroisoquinoline-2-carbonyl)benzoate). The product is C(C)(C)(C)OC(=O)C1=CC(=C(C=C1)C=1C(=NN(C1C)C1=CC=CC=C1)C(=O)OCC)C(=O)N1CC2=CC=CC=C2CC1 (Ethyl 4-(4-(tert-butoxycarbonyl)-2-(1,2,3,4-tetrahydroisoquinoline-2-carbonyl)phenyl)-5-methyl-1-phenyl-1H-pyrazole-3-carboxylate). The yield is 67.5%. Reaction SMILES: [C:1]1([NH:7]/[N:8]=[CH:9]/[C:10]([O:12][CH2:13][CH3:14])=[O:11])[CH:6]=[CH:5][CH:4]=[CH:3][CH:2]=1.[N+]([C:18]([CH3:45])=[CH:19][C:20]1[CH:32]=[CH:31][C:23]([C:24]([O:26][C:27]([CH3:30])([CH3:29])[CH3:28])=[O:25])=[CH:22][C:21]=1[C:33]([N:35]1[CH2:44][CH2:43][C:42]2[C:37](=[CH:38][CH:39]=[CH:40][CH:41]=2)[CH2:36]1)=[O:34])([O-])=O>>[C:27]([O:26][C:24]([C:23]1[CH:31]=[CH:32][C:20]([C:19]2[C:9]([C:10]([O:12][CH2:13][CH3:14])=[O:11])=[N:8][N:7]([C:1]3[CH:2]=[CH:3][CH:4]=[CH:5][CH:6]=3)[C:18]=2[CH3:45])=[C:21]([C:33]([N:35]2[CH2:44][CH2:43][C:42]3[C:37](=[CH:38][CH:39]=[CH:40][CH:41]=3)[CH2:36]2)=[O:34])[CH:22]=1)=[O:25])([CH3:28])([CH3:29])[CH3:30]. Procedure: Following a procedure analogous to that for the synthesis of Intermediate 224E, (E)-ethyl 2-(2-phenylhydrazono)acetate (22 mg, 0.11 mmol) and tert-butyl 4-(2-nitroprop-1-enyl)-3-(1,2,3,4-tetrahydroisoquinoline-2-carbonyl)benzoate (48 mg, 0.11 mmol) were converted to the title compound (42 mg, 65%) as a colorless oil. 1H NMR (CDCl3, 1:1 mixture of amide rotamers) δ 8.10 (dd, J=8, 2 Hz, 1H), 8.06-8.04 (m, 1H), 7.49-7.40 (m, 6H), 7.21-6.81 (m, 4H), 5.02-4.96 (m, 1H), 4.49-4.28 (m, 3H), 4.17-4.03 (m... Starting materials: C([O-])([O-])=O.[K+].[K+] (potassium carbonate), IC1=C(C(=CC(=C1)I)I)O (2,4,6-triiodophenol), C1(CCCC1)Br (cyclopentyl bromide). The solvent is CN(C=O)C (dimethylformamide). Conditions: temperature 130 celsius, time 20 minute. The product is IC1=C(OC2CCCC2)C(=CC(=C1)I)I (2,4,6-Triiodophenoxycyclopentane). Yield: 107.9%. Reaction SMILES: C(=O)([O-])[O-].[K+].[K+].[I:7][C:8]1[CH:13]=[C:12]([I:14])[CH:11]=[C:10]([I:15])[C:9]=1[OH:16].[CH:17]1(Br)[CH2:21][CH2:20][CH2:19][CH2:18]1>CN(C)C=O>[I:7][C:8]1[CH:13]=[C:12]([I:14])[CH:11]=[C:10]([I:15])[C:9]=1[O:16][CH:17]1[CH2:21][CH2:20][CH2:19][CH2:18]1 |f:0.1.2|. Procedure: Milled, anhydrous potassium carbonate (14.2 g, 103 mmol, 1.2 eq) was added in portions to a stirred solution of 2,4,6-triiodophenol (40.5 g, 85.8 mmol) in 50 ml of dry (4A sieves) dimethylformamide at room temperature. After stirring for 20 minutes, cyclopentyl bromide (12 ml, 112 mmol, 1.3 eq) in dimethylformamide (20 ml) was added and the viscous mixture was gradually heated to 130° C. under argon for approximately 45 minutes. After cooling, the mixture was filtered and the collected solid was... Starting materials: Cl (HCl), C(C(C)C)C1=CCC(C(C1)C)(C)C(C)O (1-(4-Isobutyl-1,6-dimethylcyclohex-3-enyl)ethanol), C1=CC=[NH+]C=C1.C1=CC=[NH+]C=C1.[O-][Cr](=O)(=O)O[Cr](=O)(=O)[O-] (PDC), [Cr](=O)(=O)([O-])O[Cr](=O)(=O)[O-].[NH+]1=CC=CC=C1.[NH+]1=CC=CC=C1 (Pyridinium dichromate). The solvent is CN(C=O)C (dimethylformamide). Product: C(C(C)C)C1=CCC(C(C1)C)(C)C(C)=O (1-(4-Isobutyl-1,6-dimethylcyclohex-3-enyl)ethanone). The yield is 77.0%. Reaction SMILES: [CH2:1]([C:5]1[CH2:10][CH:9]([CH3:11])[C:8]([CH:13]([OH:15])[CH3:14])([CH3:12])[CH2:7][CH:6]=1)[CH:2]([CH3:4])[CH3:3].[Cr](O[Cr]([O-])(=O)=O)([O-])(=O)=O.[NH+]1C=CC=CC=1.[NH+]1C=CC=CC=1.Cl>CN(C)C=O>[CH2:1]([C:5]1[CH2:10][CH:9]([CH3:11])[C:8]([C:13](=[O:15])[CH3:14])([CH3:12])[CH2:7][CH:6]=1)[CH:2]([CH3:4])[CH3:3] |f:1.2.3|. Procedure: 1-(4-Isobutyl-1,6-dimethylcyclohex-3-enyl)ethanol 4d (2 g, 9 mmol) was dissolved in dimethylformamide (50 ml) and cooled to below 5° C. under nitrogen. Pyridinium dichromate (4.5 g, 12 mmol) was added in two portions with stirring and the reaction allowed to return to room temperature. After stirring for 90 min another portion of PDC (1 g, 2.7 mmol) was added and after a further 90 min the reaction was complete. The reaction mixture was poured onto ice-water and 2M HCl added. After brief agitati... The reactants are CC(C)C[Mg+], C1CCOC1, CN1CCCC1=O, [Cl-], Cc1ccc(C)n1-c1cccc(Cl)n1. Yields the product Cc1ccc(C)n1-c1cccc(CC(C)C)n1. RXN SMILES: [CH2:16]([CH:17]([CH3:18])[CH3:19])[Mg+:20].[CH2:21]1[O:22][CH2:23][CH2:24][CH2:25]1.[CH3:26][N:27]1[CH2:28][CH2:29][CH2:30][C:31]1=[O:32].[Cl-:15].[Cl:1][c:2]1[n:3][c:4](-[n:8]2[c:9]([CH3:14])[cH:10][cH:11][c:12]2[CH3:13])[cH:5][cH:6][cH:7]1>>[c:2]1([CH2:16][CH:17]([CH3:18])[CH3:19])[n:3][c:4](-[n:8]2[c:9]([CH3:14])[cH:10][cH:11][c:12]2[CH3:13])[cH:5][cH:6][cH:7]1. The reactants are [N+](=O)([O-])C=1N=CN(C1)[C@@H](C(=O)O)CCCCCC ((R)-2-(4-Nitro-1H-imidazol-1-yl)-octanoic acid), CC=1C=CC(=CC1)S(=O)(=O)O (pTsOH). Solvent: CO (methanol), C(C)(=O)OCC (ethyl acetate). The product is COC([C@@H](CCCCCC)N1C=NC(=C1)[N+](=O)[O-])=O ((R)-methyl-2-(4-nitro-1H-imidazol-1-yl)-octanoate). Isolated yield 2813.6%. Reaction SMILES: [N+:1]([C:4]1[N:5]=[CH:6][N:7]([C@H:9]([CH2:13][CH2:14][CH2:15][CH2:16][CH2:17][CH3:18])[C:10]([OH:12])=[O:11])[CH:8]=1)([O-:3])=[O:2].[CH3:19]C1C=CC(S(O)(=O)=O)=CC=1>CO.C(OCC)(=O)C>[CH3:19][O:11][C:10](=[O:12])[C@H:9]([N:7]1[CH:8]=[C:4]([N+:1]([O-:3])=[O:2])[N:5]=[CH:6]1)[CH2:13][CH2:14][CH2:15][CH2:16][CH2:17][CH3:18]. Procedure: (R)-2-(4-Nitro-1H-imidazol-1-yl)-octanoic acid (16.0 g, 63.0 mmol) was dissolved in 1 L of anhydrous methanol. To this solution was added pTsOH (300 mg). The reaction was then heated to reflux for 16 hours. Upon cooling, the solvent was removed in vacuo, to give an oil that was dissoved in 300 mL of ethyl acetate. The solution was washed (2×250 mL) with saturated NaHCO3 solution. The organic was then dried (Na2SO4) and concentrated in vacuo to provide 13.2g (78%) of (R)-methyl-2-(4-nitro-1H-imid... Starting materials: ClCCl, C#CCOCc1ccc(OCC=C(C)C)cc1, O=C(OO)c1cccc(Cl)c1. Product: C#CCOCc1ccc(OCC2OC2(C)C)cc1. RXN SMILES: [CH2:29]([Cl:30])[Cl:31].[CH3:1][C:2](=[CH:3][CH2:4][O:5][c:6]1[cH:7][cH:8][c:9]([CH2:12][O:13][CH2:14][C:15]#[CH:16])[cH:10][cH:11]1)[CH3:17].[Cl:18][c:19]1[cH:20][cH:21][cH:22][c:23]([C:24]([O:25][OH:27])=[O:26])[cH:28]1>>[CH3:1][C:2]1([CH3:17])[CH:3]([CH2:4][O:5][c:6]2[cH:7][cH:8][c:9]([CH2:12][O:13][CH2:14][C:15]#[CH:16])[cH:10][cH:11]2)[O:26]1. Reactants: ClC=1C=NC=C(C1SC1=C(C=C(S1)C(=O)Cl)[N+](=O)[O-])Cl (5-[(3,5-dichloro-4-pyridyl)sulfanyl]-4-nitro-thiophene-2-carbonyl chloride), ClC1=CC=C(CN)C=C1 (4-chlorobenzylamine). Product: ClC1=CC=C(CNC(=O)C=2SC(=C(C2)[N+](=O)[O-])SC2=C(C=NC=C2Cl)Cl)C=C1 (N-(4-chlorobenzyl)-5-((3,5-dichloropyridin-4-yl)thio)-4-nitrothiophene-2-carboxamide), solid. Yield: 14.0%. RXN SMILES: [Cl:1][C:2]1[CH:3]=[N:4][CH:5]=[C:6]([Cl:20])[C:7]=1[S:8][C:9]1[S:13][C:12]([C:14](Cl)=[O:15])=[CH:11][C:10]=1[N+:17]([O-:19])=[O:18].[Cl:21][C:22]1[CH:29]=[CH:28][C:25]([CH2:26][NH2:27])=[CH:24][CH:23]=1>>[Cl:21][C:22]1[CH:29]=[CH:28][C:25]([CH2:26][NH:27][C:14]([C:12]2[S:13][C:9]([S:8][C:7]3[C:2]([Cl:1])=[CH:3][N:4]=[CH:5][C:6]=3[Cl:20])=[C:10]([N+:17]([O-:19])=[O:18])[CH:11]=2)=[O:15])=[CH:24][CH:23]=1. Procedure: Prepared according to the procedure described for example 50 from 5-[(3,5-dichloro-4-pyridyl)sulfanyl]-4-nitro-thiophene-2-carbonyl chloride (100 mg, 0.27 mmol) and 4-chlorobenzylamine (45 mg, 0.32 mmol). The title compound was obtained as a yellow solid (18 mg, 14% yield). 1H NMR (400 MHz, d6-DMSO) δ: 9.40 (1H, m), 8.99 (2H, s), 8.46 (1H, s), 7.43 (2H, dd), 7.31 (2H, dd), 4.39 (2H, m). MS m/z: 471.97, 473.95 [M+H]+. Reactants: [OH-].[Li+] (Lithium hydroxide), N1(CCCCC1)C1=C(C=C(C(=O)OC)C=C1)C(F)(F)F (methyl 4-piperidin-1-yl-3-(trifluoromethyl)benzoate). The solvent is C1CCOC1 (THF), O (water). Conditions: time 12 hour. Product: N1(CCCCC1)C1=C(C=C(C(=O)O)C=C1)C(F)(F)F (4-Piperidin-1-yl-3-(trifluoromethyl)benzoic acid). Isolated yield 32.6%. As a reaction SMILES: [OH-].[Li+].[N:3]1([C:9]2[CH:18]=[CH:17][C:12]([C:13]([O:15]C)=[O:14])=[CH:11][C:10]=2[C:19]([F:22])([F:21])[F:20])[CH2:8][CH2:7][CH2:6][CH2:5][CH2:4]1>C1COCC1.O>[N:3]1([C:9]2[CH:18]=[CH:17][C:12]([C:13]([OH:15])=[O:14])=[CH:11][C:10]=2[C:19]([F:20])([F:21])[F:22])[CH2:8][CH2:7][CH2:6][CH2:5][CH2:4]1 |f:0.1|. Procedure details: Lithium hydroxide (2.83 g, 67.5 mmol, 2 eq.) was added to a solution of methyl 4-piperidin-1-yl-3-(trifluoromethyl)benzoate (9.7 g, 33.7 mmol, 1 eq.) in THF (50 mL) and water (5 mL) and the reaction mixture was stirred at room temperature for 12 hours. The solvent was removed in vacuo and the residue taken up in water. The aqueous layer was washed with DCM, acidified to pH 2 with conc. HCl and extracted with ethyl acetate. The organic phase was washed with brine, dried over sodium sulphate and c... The reactants are ClC(F)F (chlorodifluoromethane), Cl (HCl), C(CCC)[Li] (butyllithium), C(C)(C)NC(C)C (diisopropylamine), N[C@@H](CCCN)C(=O)O (ornithine). The solvent is CCCCCC (hexane), O1CCCC1 (tetrahydrofuran), O1CCCC1 (tetrahydrofuran). Conditions: temperature 40 celsius. Product: FC(C(C(=O)O)(CCCN)N)F (2-Difluoromethyl-2,5-diaminopentanoic acid). As a reaction SMILES: C([Li])CCC.C(NC(C)C)(C)C.[NH2:13][C@H:14]([C:19]([OH:21])=[O:20])[CH2:15][CH2:16][CH2:17][NH2:18].Cl[CH:23]([F:25])[F:24].Cl>CCCCCC.O1CCCC1>[F:24][CH:23]([F:25])[C:14]([NH2:13])([CH2:15][CH2:16][CH2:17][NH2:18])[C:19]([OH:21])=[O:20]. Procedure: Under nitrogen a solution (500 ml) of 2 M butyllithium in hexane is added to a stirred solution of 143.1 ml of diisopropylamine in 1.5 liters of tetrahydrofuran at -78° C. after which 261 g (0.81 mole) of ornithine dibenzaldimine methyl ester in 1.5 liters of tetrahydrofuran is added. Upon completion of the addition the reaction temperature is raised to 40° C. and maintained between 40° and 50° C. for 3 hours during which time chlorodifluoromethane gas is bubbled through the mixture with stirrin... The reactants are C1(=CC=CC=C1)S (thiophenol), C(C)N(C[C@H](C1=CC=CC=C1)NC1=NC=NC2=C(C=CC=C12)C(=O)N)S(=O)(=O)C1=CC=C(C=C1)[N+](=O)[O-] (4-{(S)-2-[Ethyl-(4-nitro-benzenesulfonyl)-amino]-1-phenyl-ethylamino}-quinazoline-8-carboxylic acid amide), C(C)#N (acetonitrile), C([O-])([O-])=O.[Cs+].[Cs+] (Cesium carbonate). Run in [NH4+].[Cl-] (NH4Cl). Yields the product C(C)NC[C@H](C1=CC=CC=C1)NC1=NC=NC2=C(C=CC=C12)C(=O)N (4-((S)-2-Ethylamino-1-phenyl-ethylamino)-quinazoline-8-carboxylic acid amide). The yield is 21.0%. As a reaction SMILES: [CH2:1]([N:3](S(C1C=CC([N+]([O-])=O)=CC=1)(=O)=O)[CH2:4][C@@H:5]([NH:12][C:13]1[C:22]2[C:17](=[C:18]([C:23]([NH2:25])=[O:24])[CH:19]=[CH:20][CH:21]=2)[N:16]=[CH:15][N:14]=1)[C:6]1[CH:11]=[CH:10][CH:9]=[CH:8][CH:7]=1)[CH3:2].C(#N)C.C(=O)([O-])[O-].[Cs+].[Cs+].C1(S)C=CC=CC=1>[NH4+].[Cl-]>[CH2:1]([NH:3][CH2:4][C@@H:5]([NH:12][C:13]1[C:22]2[C:17](=[C:18]([C:23]([NH2:25])=[O:24])[CH:19]=[CH:20][CH:21]=2)[N:16]=[CH:15][N:14]=1)[C:6]1[CH:7]=[CH:8][CH:9]=[CH:10][CH:11]=1)[CH3:2] |f:2.3.4,6.7|. Reported procedure: To a 40-mL vial with magnetic stirbar at 25° C. under a nitrogen atmosphere was added 4-{(S)-2-[Ethyl-(4-nitro-benzenesulfonyl)-amino]-1-phenyl-ethylamino}-quinazoline-8-carboxylic acid amide (0.45 g, 0.86 mmol, 1 eq.) and anhydrous acetonitrile (25 mL). The Cesium carbonate (0.84 g, 2.6 mmol, 3 eq.) was added followed by the thiophenol (0.14 g, 1.3 mmol, 0.13 mL, 1.5 eq.). Stirring was continued at 25° C.×16 hours. The reaction mixture was diluted with saturated aqueous NH4Cl solution (40 mL) a...